Task: describe an organic reaction: reactants, conditions, products, and yield. Dataset: the Open Reaction Database (ORD), a public repository of structured organic reaction records Starting materials: NC1=C(C(=O)OC(C)(C)C)C(=CC(=N1)C1=C(C=CC=C1)OCC1=CC=C(C=C1)OC)C1CN(CCC1)C(=O)OCC1=CC=CC=C1 (tert-butyl 2-amino-4-{1-[(benzyloxy)carbonyl]-3-piperidinyl}-6-{2-[(4-methoxybenzyl)oxy]phenyl}nicotinate), FC(C(=O)O)(F)F (trifluoroacetic acid). The solvent is C(Cl)Cl (CH2Cl2). Reaction conditions: time 8 hour. Product: NC1=C(C(=O)O)C(=CC(=N1)C1=C(C=CC=C1)O)C1CN(CCC1)C(=O)OCC1=CC=CC=C1 (2-amino-4-{1-[(benzyloxy)carbonyl]-3-piperidinyl}-6-(2-hydroxyphenyl)nicotinic acid). The yield is 147.2%. Reaction SMILES: [NH2:1][C:2]1[N:14]=[C:13]([C:15]2[CH:20]=[CH:19][CH:18]=[CH:17][C:16]=2[O:21]CC2C=CC(OC)=CC=2)[CH:12]=[C:11]([CH:31]2[CH2:36][CH2:35][CH2:34][N:33]([C:37]([O:39][CH2:40][C:41]3[CH:46]=[CH:45][CH:44]=[CH:43][CH:42]=3)=[O:38])[CH2:32]2)[C:3]=1[C:4]([O:6]C(C)(C)C)=[O:5].FC(F)(F)C(O)=O>C(Cl)Cl>[NH2:1][C:2]1[N:14]=[C:13]([C:15]2[CH:20]=[CH:19][CH:18]=[CH:17][C:16]=2[OH:21])[CH:12]=[C:11]([CH:31]2[CH2:36][CH2:35][CH2:34][N:33]([C:37]([O:39][CH2:40][C:41]3[CH:46]=[CH:45][CH:44]=[CH:43][CH:42]=3)=[O:38])[CH2:32]2)[C:3]=1[C:4]([OH:6])=[O:5]. Reported procedure: To a solution of tert-butyl 2-amino-4-{1-[(benzyloxy)carbonyl]-3-piperidinyl}-6-{2-[(4-methoxybenzyl)oxy]phenyl}nicotinate (0.95 g, 1.67 mmol) in CH2Cl2 (10 mL) was added trifluoroacetic acid (10 mL), and the stirring was continued at room temperature overnight. The mixture was concentrated under reduced pressure. The residue was diluted with toluene, then concentrated under reduced pressure to remove excess of trifluoroacetic acid by azeotropic distillation to give 2-amino-4-{1-[(benzyloxy)carb... The reactants are C[C@@H](C1=CC=CC=C1)N1C(C(=O)OC)CCCC1 (Methyl N-[(S)-α-methylbenzyl]-(RS)-pipecolate), (2S)-L-(−)-malic acid, resultant solution. Run in C(C)(C)(C)OC (methyl tert-butyl ether), C(C)(C)(C)OC (methyl tert-butyl ether). Reaction conditions: time 1 day. Yields the product (2S)-L-(−)-malic acid, C[C@@H](C1=CC=CC=C1)N1[C@H](C(=O)OC)CCCC1 (methyl N-[(S)-α-methylbenzyl]-(S)-pipecolate). Isolated yield 44.5%. As a reaction SMILES: [CH3:1][C@H:2]([N:9]1[CH2:18][CH2:17][CH2:16][CH2:15][CH:10]1[C:11]([O:13][CH3:14])=[O:12])[C:3]1[CH:8]=[CH:7][CH:6]=[CH:5][CH:4]=1>C(OC)(C)(C)C>[CH3:1][C@H:2]([N:9]1[CH2:18][CH2:17][CH2:16][CH2:15][C@H:10]1[C:11]([O:13][CH3:14])=[O:12])[C:3]1[CH:8]=[CH:7][CH:6]=[CH:5][CH:4]=1. Procedure: Methyl N-[(S)-α-methylbenzyl]-(RS)-pipecolate (159 mg) was dissolved in methyl tert-butyl ether (2 ml) at room temperature. To this solution was added a mixture of (2S)-L-(−)-malic acid (120 mg) and methyl tert-butyl ether (2 ml) at room temperature and stirred. The resultant solution was allowed to stand at −20° C. for one day to form crystals. The crystals were separated by filtration and dried to yield a (2S)-L-(−)-malic acid salt of methyl N-[(S)-α-methylbenzyl]-(S)-pipecolate (70.8 mg) in a... Starting materials: [Cl-].[NH4+] (ammonium chloride), FC1(OC2=C(N(C1=O)C)C=CC(=C2)[N+](=O)[O-])F (2,2-difluoro-4-methyl-7-nitro-4H-1,4-benzoxazin-3-one), C(Cl)Cl (CH2Cl2). The reagents and catalysts are [Fe] (iron). The solvent is CCO (EtOH), O (water). Conditions: temperature 80 celsius. Product: FC1(OC2=C(N(C1=O)C)C=CC(=C2)N)F (2,2-difluoro-4-methyl-7-amino-4H-1,4-benzoxazin-3-one). Yield: 92.2%. Reaction SMILES: [F:1][C:2]1([F:17])[C:7](=[O:8])[N:6]([CH3:9])[C:5]2[CH:10]=[CH:11][C:12]([N+:14]([O-])=O)=[CH:13][C:4]=2[O:3]1.[Cl-].[NH4+].C(Cl)Cl>CCO.O.[Fe]>[F:17][C:2]1([F:1])[C:7](=[O:8])[N:6]([CH3:9])[C:5]2[CH:10]=[CH:11][C:12]([NH2:14])=[CH:13][C:4]=2[O:3]1 |f:1.2|. Procedure: To a stirred suspension of 2,2-difluoro-4-methyl-7-nitro-4H-1,4-benzoxazin-3-one (Step 1, 1.3 g, 5.32 mmol) in EtOH (20 mL) and water (10 mL) is added ammonium chloride (2.85 g, 53.32 mmol). To this mixture is added iron (892 mg, 15.09 mmol) in 3 equal portions. The resulting mixture is heated to 80° C. for 2 h at which time the reaction is cooled to room temperature followed by addition of CH2Cl2 (50 mL). The resulting mixture is filtered through celite and the filtrate is further diluted with ... The reactants are C([O-])([O-])=O.[K+].[K+] (potassium carbonate), Cl (hydrochloric acid), BrC=1C=C(C(=C(C=O)C1)O)OC (5-bromo-2-hydroxy-3-methoxybenzaldehyde), ClCC(C)=O (chloroacetone). Run in CN(C=O)C (N,N-dimethylformamide), C(C)(=O)OCC (ethyl acetate). Run at time 1 hour. Yields the product C(C)(=O)C=1OC2=C(C1)C=C(C=C2OC)Br (2-acetyl-5-bromo-7-methoxybenzofuran). Isolated yield 34.3%. As a reaction SMILES: [Br:1][C:2]1[CH:3]=[C:4]([O:11][CH3:12])[C:5]([OH:10])=[C:6]([CH:9]=1)[CH:7]=O.C(=O)([O-])[O-].[K+].[K+].Cl[CH2:20][C:21](=[O:23])[CH3:22].Cl>CN(C)C=O.C(OCC)(=O)C>[C:21]([C:22]1[O:10][C:5]2[C:4]([O:11][CH3:12])=[CH:3][C:2]([Br:1])=[CH:9][C:6]=2[CH:7]=1)(=[O:23])[CH3:20] |f:1.2.3|. Procedure: 10.0 g of 5-bromo-2-hydroxy-3-methoxybenzaldehyde was dissolved in 39 ml of N,N-dimethylformamide, and the resulting solution was mixed with 11.9 g of anhydrous potassium carbonate and stirred at room temperature. 5.0 g of chloroacetone was added dropwise to the above reaction solution at the same temperature, followed by additional 1 hour of stirring at an elevated temperature of 80° C. The resulting reaction solution was diluted with ethyl acetate and adjusted to pH 2 with concentrated hydroch... Starting materials: OS(=O)(=O)O (H2SO4), CC1=C(O)C=CC=C1O (methyl resorcinol), COC(CC(C1=CC=C(C=C1)F)=O)=O (methyl-4-fluorobenzoylacetate). The solvent is O (Water). Conditions: time 40 hour. Product: FC1=CC=C(C=C1)C1=CC(OC2=C(C(=CC=C12)O)C)=O (4-(4-fluorophenyl)-7-hydroxy-8-methyl-2-H-chromen-2-one). As a reaction SMILES: OS(O)(=O)=O.[CH3:6][C:7]1[C:13]([OH:14])=[CH:12][CH:11]=[CH:10][C:8]=1[OH:9].C[O:16][C:17](=O)[CH2:18][C:19](=O)[C:20]1[CH:25]=[CH:24][C:23]([F:26])=[CH:22][CH:21]=1>O>[F:26][C:23]1[CH:22]=[CH:21][C:20]([C:19]2[C:10]3[C:8](=[C:7]([CH3:6])[C:13]([OH:14])=[CH:12][CH:11]=3)[O:9][C:17](=[O:16])[CH:18]=2)=[CH:25][CH:24]=1. Procedure details: Concentrated H2SO4 (27 ml) was added to a mixture of methyl resorcinol (12.41 g, 100 mmol) and methyl-4-fluorobenzoylacetate (21.8 g, 110 mmol) at 0° C. The resulting suspension was set aside for 40 h. Water (1 L) was added and the mixture was stirred for 1 h. The residue was filtered, washed with water (2 L) and dried to give the title compound. Reactants: N1N=CN=C1 (1,2,4-triazole), ClC=1N=C(C2=C(N1)SC(=C2C)C)NCC2=CC(=CC=C2)[N+](=O)[O-] (2-chloro-5,6-dimethyl-4-(3-nitrobenzylamino)-thieno-[2,3-d]-pyrimidine). The product is N1(N=CN=C1)C=1N=C(C2=C(N1)SC(=C2C)C)NCC2=CC(=CC=C2)[N+](=O)[O-] (2-(1,2,4-triazol-1-yl)-5,6-dimethyl-4-(3-nitrobenzylamino)-thieno-[2,3-d]-pyrimidine). As a reaction SMILES: [NH:1]1[CH:5]=[N:4][CH:3]=[N:2]1.Cl[C:7]1[N:8]=[C:9]([NH:18][CH2:19][C:20]2[CH:25]=[CH:24][CH:23]=[C:22]([N+:26]([O-:28])=[O:27])[CH:21]=2)[C:10]2[C:15]([CH3:16])=[C:14]([CH3:17])[S:13][C:11]=2[N:12]=1>>[N:1]1([C:7]2[N:8]=[C:9]([NH:18][CH2:19][C:20]3[CH:25]=[CH:24][CH:23]=[C:22]([N+:26]([O-:28])=[O:27])[CH:21]=3)[C:10]3[C:15]([CH3:16])=[C:14]([CH3:17])[S:13][C:11]=3[N:12]=2)[CH:5]=[N:4][CH:3]=[N:2]1. Procedure details: Following the procedure of Example 97, the reaction of 1,2,4-triazole with 2-chloro-5,6-dimethyl-4-(3-nitrobenzylamino)-thieno-[2,3-d]-pyrimidine gives 2-(1,2,4-triazol-1-yl)-5,6-dimethyl-4-(3-nitrobenzylamino)-thieno-[2,3-d]-pyrimidine. Starting materials: FC(C=1C=C(CN(C(C2=CN=C(C=C2C2=C(C=CC=C2)C)N2CCNCC2)=O)C)C=C(C1)C(F)(F)F)(F)F (N-(3,5-bis-Trifluoromethyl-benzyl)-N-methyl-6-piperazin-1-yl-4-o-tolyl-nicotinamide), ClCC1=NOC=N1 (3-(chloromethyl)-1,2,4-oxadiazole), C([O-])([O-])=O.[K+].[K+] (potassium carbonate). The solvent is C(C)#N (acetonitrile), O (water). Conditions: temperature 45 celsius, time 1 hour. The product is FC(C=1C=C(CN(C(C2=CN=C(C=C2C2=C(C=CC=C2)C)N2CCN(CC2)CC2=NOC=N2)=O)C)C=C(C1)C(F)(F)F)(F)F (N-(3,5-bis-Trifluoromethyl-benzyl)-N-methyl-6-(4-[1,2,4]oxadiazol-3-ylmethyl-piperazin-1-yl)-4-o-tolyl-nicotinamide). Yield: 34.7%. RXN SMILES: [F:1][C:2]([F:38])([F:37])[C:3]1[CH:4]=[C:5]([CH:30]=[C:31]([C:33]([F:36])([F:35])[F:34])[CH:32]=1)[CH2:6][N:7]([CH3:29])[C:8](=[O:28])[C:9]1[C:14]([C:15]2[CH:20]=[CH:19][CH:18]=[CH:17][C:16]=2[CH3:21])=[CH:13][C:12]([N:22]2[CH2:27][CH2:26][NH:25][CH2:24][CH2:23]2)=[N:11][CH:10]=1.Cl[CH2:40][C:41]1[N:45]=[CH:44][O:43][N:42]=1.C(=O)([O-])[O-].[K+].[K+]>C(#N)C.O>[F:38][C:2]([F:37])([F:1])[C:3]1[CH:4]=[C:5]([CH:30]=[C:31]([C:33]([F:35])([F:36])[F:34])[CH:32]=1)[CH2:6][N:7]([CH3:29])[C:8](=[O:28])[C:9]1[C:14]([C:15]2[CH:20]=[CH:19][CH:18]=[CH:17][C:16]=2[CH3:21])=[CH:13][C:12]([N:22]2[CH2:23][CH2:24][N:25]([CH2:40][C:41]3[N:45]=[CH:44][O:43][N:42]=3)[CH2:26][CH2:27]2)=[N:11][CH:10]=1 |f:2.3.4|. Reported procedure: A mixture of 200 mg (0.373 mmol) N-(3,5-bis-trifluoromethyl-benzyl)-N-methyl-6-piperazin-1-yl-4-o-tolyl-nicotinamide (Example 53), 66 mg (0.56 mmol) 3-(chloromethyl)-1,2,4-oxadiazole and 62 mg (0.45 mmol) potassium carbonate in 4 ml acetonitrile was stirred at 45° C. for 1 h and at room temperature over night. The reaction mixture was diluted with 10 ml water and extracted with 3 30-ml portions of dichloromethane. Drying with sodium sulfate and concentration gave 244 mg of the crude product. Fla...